From a dataset of the Open Reaction Database (ORD), a public repository of structured organic reaction records. describe an organic reaction: reactants, conditions, products, and yield Starting materials: CCOC(C)=O, CCOC(=O)C(=Cc1cc(C(F)(F)F)cc(C(F)(F)F)c1)C(C)=O. The product is CCOC(=O)C(Cc1cc(C(F)(F)F)cc(C(F)(F)F)c1)C(C)=O. RXN SMILES: [CH3:25][CH2:26][O:27][C:28](=[O:29])[CH3:30].[O:1]=[C:2]([C:3]([C:4](=[O:5])[O:6][CH2:7][CH3:8])=[CH:9][c:10]1[cH:11][c:12]([C:20]([F:21])([F:22])[F:23])[cH:13][c:14]([C:16]([F:17])([F:18])[F:19])[cH:15]1)[CH3:24]>>[O:1]=[C:2]([CH:3]([C:4](=[O:5])[O:6][CH2:7][CH3:8])[CH2:9][c:10]1[cH:11][c:12]([C:20]([F:21])([F:22])[F:23])[cH:13][c:14]([C:16]([F:17])([F:18])[F:19])[cH:15]1)[CH3:24]. The reactants are [K+], O=[N+]([O-])[O-], COc1cc([N+](=O)[O-])c(CCCC(=O)O)cc1O, O=S(=O)(O)O. The product is COc1cc([N+](=O)[O-])c(CCCC(=O)O)c([N+](=O)[O-])c1O. Reaction SMILES: [K+:19].[O-:20][N+:21]([O-:22])=[O:23].[OH:1][c:2]1[c:3]([O:17][CH3:18])[cH:4][c:5]([N+:14](=[O:15])[O-:16])[c:6]([CH2:8][CH2:9][CH2:10][C:11](=[O:12])[OH:13])[cH:7]1.[S:24](=[O:25])(=[O:26])([OH:27])[OH:28]>>[OH:1][c:2]1[c:3]([O:17][CH3:18])[cH:4][c:5]([N+:14](=[O:15])[O-:16])[c:6]([CH2:8][CH2:9][CH2:10][C:11](=[O:12])[OH:13])[c:7]1[N+:21](=[O:20])[O-:22]. Reactants: C(C1=CC=CC=C1)OC1=CC=C(CC(C(=O)OCC)CCCC)C=C1 (ethyl 2-(4-benzyloxybenzyl)caproate), CI (methyl iodide), C1(CCCCC1)NC(C)C (cyclohexylisopropylamine). Yields the product C(C1=CC=CC=C1)OC1=CC=C(CC(C(=O)OCC)(CCCC)C)C=C1 (Ethyl 2-(4-benzyloxybenzyl)-2-methylcaproate). Reaction SMILES: [CH2:1]([O:8][C:9]1[CH:25]=[CH:24][C:12]([CH2:13][CH:14]([CH2:20][CH2:21][CH2:22][CH3:23])[C:15]([O:17][CH2:18][CH3:19])=[O:16])=[CH:11][CH:10]=1)[C:2]1[CH:7]=[CH:6][CH:5]=[CH:4][CH:3]=1.CI.[CH:28]1(NC(C)C)CCCCC1>>[CH2:1]([O:8][C:9]1[CH:10]=[CH:11][C:12]([CH2:13][C:14]([CH3:28])([CH2:20][CH2:21][CH2:22][CH3:23])[C:15]([O:17][CH2:18][CH3:19])=[O:16])=[CH:24][CH:25]=1)[C:2]1[CH:3]=[CH:4][CH:5]=[CH:6][CH:7]=1. Reported procedure: In a similar manner to that described in Reference example 7(c), a reaction was carried out using ethyl 2-(4-benzyloxybenzyl)caproate (2.04 g) and methyl iodide (1.12 ml) instead of 4-benzyloxybenzyl chloride and cyclohexylisopropylamine (1.48 ml) instead of diisopropylamine and the reaction mixture was treated to afford the desired compound (1.80 g) as a syrup. The reactants are Br (HBr), [Al](Br)(Br)Br (AlBr3), C1=CC=CC=C1 (benzene), Cl (HCl), OC=1C=CC=C2C=CC=NC12 (8-hydroxyquinoline). Reaction conditions: temperature 40 celsius, time 48 hour. Product: C1(=CC=CC=C1)C1CC=2C=CC=NC2C(C1)=O (6-Phenyl-6,7-dihydroquinolin-8(5H)-one). As a reaction SMILES: [Al](Br)(Br)Br.[CH:5]1[CH:10]=[CH:9][CH:8]=[CH:7][CH:6]=1.[OH:11][C:12]1[CH:13]=[CH:14][CH:15]=[C:16]2[C:21]=1[N:20]=[CH:19][CH:18]=[CH:17]2.Br.Cl>>[C:5]1([CH:14]2[CH2:13][C:12](=[O:11])[C:21]3[N:20]=[CH:19][CH:18]=[CH:17][C:16]=3[CH2:15]2)[CH:10]=[CH:9][CH:8]=[CH:7][CH:6]=1. Procedure details: To a stirred suspension of AlBr3 (4.80 g, 18 mmol) in benzene (4.8 mL, 55 mmol) was added 8-hydroxyquinoline (0.50 g, 3.4 mmol). The resulting mixture was saturated with HBr (g) and then stirred at 40° C. for 48 h. The reaction mixture was cooled to ambient temperature and poured onto ice (50 g). The resulting mixture was adjusted to pH=1-2 by addition of concentrated HCl and then was extracted with EtOAc (3×20 mL), discarding the organic extracts. The aqueous layer was adjusted to pH 12 by addi... Reactants: CO, COC(=O)c1ccc(CCF)nc1N, Cl, [Na+], [OH-]. Product: Nc1nc(CCF)ccc1C(=O)O. Reaction SMILES: [CH3:18][OH:19].[CH3:1][O:2][C:3]([c:4]1[c:5]([NH2:13])[n:6][c:7]([CH2:10][CH2:11][F:12])[cH:8][cH:9]1)=[O:14].[ClH:15].[Na+:17].[OH-:16]>>[O:2]=[C:3]([c:4]1[c:5]([NH2:13])[n:6][c:7]([CH2:10][CH2:11][F:12])[cH:8][cH:9]1)[OH:14]. Starting materials: [BH4-].[Na+] (NaBH4), ClC=1C=C(C=C(C1)Cl)NC1=NNC(=N1)N (N3-(3,5-dichlorophenyl)-1H-1,2,4-triazole-3,5-diamine), 2, ClC=1C=CC(=C(C=O)C1)C(F)(F)F (5-chloro-2-(trifluoromethyl)benzaldehyde). Run in hexanes, CO (MeOH). Run at temperature -20 celsius, time 1 hour. Product: ClC=1C=CC(=C(CNC2=NC(=NN2)NC2=CC(=CC(=C2)Cl)Cl)C1)C(F)(F)F (N5-(5-chloro-2-(trifluoromethyl)benzyl)-N3-(3,5-dichlorophenyl)-1H-1,2,4-triazole-3,5-diamine). The yield is 70.0%. RXN SMILES: [Cl:1][C:2]1[CH:3]=[C:4]([NH:9][C:10]2[N:14]=[C:13]([NH2:15])[NH:12][N:11]=2)[CH:5]=[C:6]([Cl:8])[CH:7]=1.[Cl:16][C:17]1[CH:18]=[CH:19][C:20]([C:25]([F:28])([F:27])[F:26])=[C:21]([CH:24]=1)[CH:22]=O.[BH4-].[Na+]>CO>[Cl:16][C:17]1[CH:18]=[CH:19][C:20]([C:25]([F:26])([F:27])[F:28])=[C:21]([CH:24]=1)[CH2:22][NH:15][C:13]1[NH:12][N:11]=[C:10]([NH:9][C:4]2[CH:5]=[C:6]([Cl:8])[CH:7]=[C:2]([Cl:1])[CH:3]=2)[N:14]=1 |f:2.3|. Reported procedure: A solution of N3-(3,5-dichlorophenyl)-1H-1,2,4-triazole-3,5-diamine Intermediate 2 (70 mg, 287 μmol) and 5-chloro-2-(trifluoromethyl)benzaldehyde (85 mg, 408 μmol) in MeOH (3 ml) was stirred at 45° C. for two days to give a suspension, cooled to −20° C. and was filtered to collect the solid. The solid was re-suspended in MeOH (5 ml), NaBH4 (65.1 mg, 1.72 mmol) was added and the reaction was stirred for 1 hour. The solvent was removed, and the reaction mixture was redissolved in EtOAc (5 ml) and ... The reactants are N1(CCCC1)S(=O)(=O)CC(C)=O (1-(pyrrolidin-1-ylsulfonyl)propan-2-one), ClC=1C=C(C=O)C=CC1Cl (3,4-dichlorobenzaldehyde), CC1=NNC(=C1)N (3-methyl-1H-pyrazol-5-amine). The reagents and catalysts are N1CCCCC1 (piperidine), Ti(OPr-i)4. Solvent: O1CCOCC1 (1,4-dioxane). Conditions: temperature 80 celsius, time 24 hour. The product is ClC=1C=C(C=CC1Cl)C1C(=C(NC=2N1N=C(C2)C)C)S(=O)(=O)N2CCCC2 (7-(3,4-dichlorophenyl)-2,5-dimethyl-6-(pyrrolidin-1-ylsulfonyl)-4,7-dihydropyrazolo[1,5-a]pyrimidine). Reaction SMILES: [N:1]1([S:6]([CH2:9][C:10](=O)[CH3:11])(=[O:8])=[O:7])[CH2:5][CH2:4][CH2:3][CH2:2]1.[Cl:13][C:14]1[CH:15]=[C:16]([CH:19]=[CH:20][C:21]=1[Cl:22])[CH:17]=O.[CH3:23][C:24]1[CH:28]=[C:27]([NH2:29])[NH:26][N:25]=1>N1CCCCC1.O1CCOCC1>[Cl:13][C:14]1[CH:15]=[C:16]([CH:17]2[N:26]3[N:25]=[C:24]([CH3:23])[CH:28]=[C:27]3[NH:29][C:10]([CH3:11])=[C:9]2[S:6]([N:1]2[CH2:5][CH2:4][CH2:3][CH2:2]2)(=[O:8])=[O:7])[CH:19]=[CH:20][C:21]=1[Cl:22]. Procedure details: A mixture of 1-(pyrrolidin-1-ylsulfonyl)propan-2-one (191 mg, 1.0 mmol), 3,4-dichlorobenzaldehyde (175 mg, 1.0 mmol), 3-methyl-1H-pyrazol-5-amine (97 mg, 1.0 mmol), piperidine (2 drops) and Ti(OPr-i)4 (2 drops) in 1,4-dioxane (4.0 mL) in a sealed tube was stirred at 80° C. for 24 hrs. Solvent was removed and the residue was purified by flash chromatography (silica gel, 0% to 50% ethyl acetate in hexane gradient) to provide 7-(3,4-dichlorophenyl)-2,5-dimethyl-6-(pyrrolidin-1-ylsulfonyl)-4,7-dihyd...